From a dataset of the Open Reaction Database (ORD), a public repository of structured organic reaction records. describe an organic reaction: reactants, conditions, products, and yield Reactants: C(C)OC(=O)C1(CC2=CC=CC=C2C1)NC(C1=C(C(=CC=C1)C)OC(C)CC)=O (2-(2-sec-Butoxy-3-methyl-benzoylamino)-indan-2-carboxylic acid ethyl ester), [OH-].[K+] (KOH), O (water). Run in CCO (EtOH). Conditions: time 8 hour. Yields the product C(C)(CC)OC1=C(C(=O)NC2(CC3=CC=CC=C3C2)C(=O)O)C=CC=C1C (2-(2-sec-Butoxy-3-methyl-benzoylamino)-indan-2-carboxylic acid). Isolated yield 100.2%. As a reaction SMILES: C([O:3][C:4]([C:6]1([NH:15][C:16](=[O:29])[C:17]2[CH:22]=[CH:21][CH:20]=[C:19]([CH3:23])[C:18]=2[O:24][CH:25]([CH2:27][CH3:28])[CH3:26])[CH2:14][C:13]2[C:8](=[CH:9][CH:10]=[CH:11][CH:12]=2)[CH2:7]1)=[O:5])C.[OH-].[K+].O>CCO>[CH:25]([O:24][C:18]1[C:19]([CH3:23])=[CH:20][CH:21]=[CH:22][C:17]=1[C:16]([NH:15][C:6]1([C:4]([OH:5])=[O:3])[CH2:7][C:8]2[C:13](=[CH:12][CH:11]=[CH:10][CH:9]=2)[CH2:14]1)=[O:29])([CH2:27][CH3:28])[CH3:26] |f:1.2|. Procedure details: The mixture of 2-(2-sec-butoxy-3-methyl-benzoylamino)-indan-2-carboxylic acid ethyl ester (12) (176 mg, 0.44 mmol) and KOH (500 mg, 8.93 mmol) is dissolved in EtOH (6 mL) and water (1 mL) under a water bath. The water bath is removed when KOH is completely dissolved and the resulting reaction solution is stirred at RT for 8 h. After concentration in vacuo, the residue is dissolved in water (20 mL) and acidified with conc. HCl until no more white precipitate came out of the water. The precipitate... The reactants are OO (hydrogen peroxide), ClC1=CC(=CC=C1)C(=O)O[O-] (m-chloroperbenzoate), ClC=1C=NC=CC1C#N (3-chloro-4-cyanopyridine), N-oxide, P(=O)(Cl)(Cl)Cl (phosphorus oxychloride). Yields the product C(#N)C1=C(C(=NC=C1)Cl)Cl (4-cyano-2,3-dichloropyridine), C(#N)C1=CC(=NC=C1Cl)Cl (4-cyano-2,5-dichloropyridine). Reaction SMILES: [Cl:1][C:2]1[CH:3]=[N:4][CH:5]=[CH:6][C:7]=1[C:8]#[N:9].OO.[Cl:12]C1C=CC=C(C(O[O-])=O)C=1.P(Cl)(Cl)([Cl:25])=O>>[C:8]([C:7]1[CH:6]=[CH:5][N:4]=[C:3]([Cl:12])[C:2]=1[Cl:1])#[N:9].[C:8]([C:7]1[C:2]([Cl:1])=[CH:3][N:4]=[C:5]([Cl:25])[CH:6]=1)#[N:9]. Procedure: 3-chloro-4-cyanopyridine is converted to N-oxide by means of an oxidizing agent such as hydrogen peroxide or m-chloroperbenzoate, and phosphorus oxychloride is reacted thereto to obtain 4-cyano-2,3-dichloropyridine and 4-cyano-2,5-dichloropyridine. These compounds can be separated by column chromatography. The separated compounds are respectively hydrolyzed under an alkaline condition or an acidic condition to obtain the respective carboxylic acids, which are then subjected to Curtius rearrangem... Starting materials: N1=C(Cl)N=C(Cl)N=C1Cl (cyanuric chloride), C1=CC(=CC=C1N)N (p-phenylene diamine), O (water), 1-nitro-4-amino-6-anthraquinone, N1=C(Cl)N=C(Cl)N=C1Cl (cyanuric chloride), CC(=O)C (acetone). Run at time 0.55 hour. Product: C1=CC=CC=2C(C3=CC=CC=C3C(C12)=O)=O (anthraquinone). Reaction SMILES: N1C(Cl)=NC(Cl)=NC=1Cl.[OH2:10].[CH:11]1[C:16](N)=[CH:15][CH:14]=[C:13](N)[CH:12]=1.[CH3:19][C:20]([CH3:22])=[O:21]>>[CH:13]1[C:22]2[C:20](=[O:21])[C:19]3[C:16](=[CH:15][CH:14]=[CH:13][CH:12]=3)[C:11](=[O:10])[C:15]=2[CH:16]=[CH:11][CH:12]=1. Procedure details: 1-18.4 g of cyanuric chloride was placed into a beaker. A small amount of crushed ice and water were added for pulping for 0.1-1 h; during which, 1-17.4 g of 1-nitro-4-amino-6-anthraquinone in 200 ml of acetone was added with the cyanuric chloride, and condensed for 4-5 h. The temperature was increased to 40° C. p-phenylene diamine was added and condensed for 4-5 h, to obtain an anthraquinone dye comprising triazinyl group and amino group. The reactants are C(C)OC(=O)C1CN(CCN1)C(=O)OC(C)(C)C (Piperzine-1,3-dicarboxylic acid 1-tert-butyl ester 3-ethyl ester), C(C#CC)OC1=CC=C(C=C1)S(=O)(=O)Cl (4-but-2-ynyloxy-benzenesulfonyl chloride). Product: C(C)OC(=O)C1CN(CCN1S(=O)(=O)C1=CC=C(C=C1)OCC#CC)C(=O)OC(C)(C)C (4-(4-But-2-ynyloxy-benzenesulfonyl)-piperazine-1,3-dicarboxylic acid 1-tert-butyl ester 3-ethyl ester). Yield: 70.1%. As a reaction SMILES: [CH2:1]([O:3][C:4]([CH:6]1[NH:11][CH2:10][CH2:9][N:8]([C:12]([O:14][C:15]([CH3:18])([CH3:17])[CH3:16])=[O:13])[CH2:7]1)=[O:5])[CH3:2].[CH2:19]([O:23][C:24]1[CH:29]=[CH:28][C:27]([S:30](Cl)(=[O:32])=[O:31])=[CH:26][CH:25]=1)[C:20]#[C:21][CH3:22]>>[CH2:1]([O:3][C:4]([CH:6]1[N:11]([S:30]([C:27]2[CH:26]=[CH:25][C:24]([O:23][CH2:19][C:20]#[C:21][CH3:22])=[CH:29][CH:28]=2)(=[O:32])=[O:31])[CH2:10][CH2:9][N:8]([C:12]([O:14][C:15]([CH3:17])([CH3:16])[CH3:18])=[O:13])[CH2:7]1)=[O:5])[CH3:2]. Reported procedure: According to the procedure of Example 51, 1.55 g (5.99 mmol) of the product of Example 50 and 1.61 g (6.59 mmol) of 4-but-2-ynyloxy-benzenesulfonyl chloride provided 1.96 g (72%) of the sulfonamide as a white solid. Electrospray Mass Spec 467.0 (M+H)+ The reactants are BrC=1C=C(C(=NC1)CCCCN)C (4-(5-bromo-3-methyl-2-pyridinyl)butylamine), BrC1=CC2=C(C(=NS2(=O)=O)Cl)C=C1 (6-bromo-3-chlorobenzisothiazole 1,1-dioxide), IR(KBr). The solvent is C(C)#N (acetonitrile). The product is BrC1=CC2=C(C(=NS2(=O)=O)NCCCCC2=NC=C(C=C2C)Br)C=C1 (6-bromo-N-[4-(5-bromo-3-methyl-2-pyridinyl)butyl]-1,2-benzisothiazol-3-amine 1,1-dioxide). As a reaction SMILES: [Br:1][C:2]1[CH:3]=[C:4]([CH3:13])[C:5]([CH2:8][CH2:9][CH2:10][CH2:11][NH2:12])=[N:6][CH:7]=1.[Br:14][C:15]1[CH:26]=[CH:25][C:18]2[C:19](Cl)=[N:20][S:21](=[O:23])(=[O:22])[C:17]=2[CH:16]=1>C(#N)C>[Br:14][C:15]1[CH:26]=[CH:25][C:18]2[C:19]([NH:12][CH2:11][CH2:10][CH2:9][CH2:8][C:5]3[C:4]([CH3:13])=[CH:3][C:2]([Br:1])=[CH:7][N:6]=3)=[N:20][S:21](=[O:23])(=[O:22])[C:17]=2[CH:16]=1. Procedure: A slurry of 4-(5-bromo-3-methyl-2-pyridinyl)butylamine (252 mg, 1.04 mmol) and 6-bromo-3-chlorobenzisothiazole 1,1-dioxide (U.S. Pat. No. 4,490,527) (292 mg, 1.04 mmol) in 15 ml acetonitrile was heated under dry nitrogen until nearly completely dissolved, when the above compound precipitated as the hydrochloride salt, yielding 360 mg (66%), m.p. 224°-232° C. IR(KBr) 1620, 1300, 1160, 650 cm-1. Starting materials: CC(C)(C)OC(=O)CBr, O=C([O-])O, CCO, NC1CC1, [Na+]. Product: CC(C)(C)OC(=O)CNC1CC1. Reaction SMILES: [Br:10][CH2:11][C:12](=[O:13])[O:14][C:15]([CH3:16])([CH3:17])[CH3:18].[C:5](=[O:6])([OH:7])[O-:8].[CH3:19][CH2:20][OH:21].[CH:1]1([NH2:4])[CH2:2][CH2:3]1.[Na+:9]>>[CH:1]1([NH:4][CH2:11][C:12](=[O:13])[O:14][C:15]([CH3:16])([CH3:17])[CH3:18])[CH2:2][CH2:3]1. Starting materials: C(C)(C)[Mg]Cl (i-PrMgCl), C1(CCCC1)=O (cyclopentanone), LaCl3. Reaction conditions: time 5 minute. The product is C(C)(C)C1(CCCC1)O (1-isopropyl-cyclopentanol), oil. Yield: 92.0%. As a reaction SMILES: [CH:1]([Mg]Cl)([CH3:3])[CH3:2].[C:6]1(=[O:11])[CH2:10][CH2:9][CH2:8][CH2:7]1>>[CH:1]([C:6]1([OH:11])[CH2:10][CH2:9][CH2:8][CH2:7]1)([CH3:3])[CH3:2]. Reported procedure: According to Example 2, i-PrMgCl (3.30 mL; 3.30 mmol; 1.10 equiv) was reacted with cyclopentanone (252 mg; 3.00 mmol) in the presence of LaCl3.2LiCl (0.33 M; 9.09 mL, 3.00 mmol, 1.00 equiv), the conversion was complete after 5 min (GC monitoring). After workup and careful evaporation of the solvents under reduced pressure, the desired product was obtained as colorless oil (353 mg, 92%). The analytical data were found to be in accordance with the literature data.